This data is from the Open Reaction Database (ORD), a public repository of structured organic reaction records. The task is: describe an organic reaction: reactants, conditions, products, and yield The reactants are CC(C)C[Al+]CC(C)C, C1CCOC1, CCOC(=O)C=C(C)c1ccc2cc(C)ccc2c1, Cc1ccccc1, [Cl-], [H-], [NH4+]. Yields the product CC(=CCO)c1ccc2cc(C)ccc2c1. As a reaction SMILES: [CH2:2]([Al+:3][CH2:4][CH:5]([CH3:6])[CH3:7])[CH:8]([CH3:9])[CH3:10].[CH2:39]1[O:40][CH2:41][CH2:42][CH2:43]1.[CH3:11][c:12]1[cH:13][c:14]2[cH:15][cH:16][c:17]([C:22](=[CH:23][C:24](=[O:25])[O:26][CH2:27][CH3:28])[CH3:29])[cH:18][c:19]2[cH:20][cH:21]1.[CH3:32][c:33]1[cH:34][cH:35][cH:36][cH:37][cH:38]1.[Cl-:30].[H-:1].[NH4+:31]>>[CH3:11][c:12]1[cH:13][c:14]2[cH:15][cH:16][c:17]([C:22](=[CH:23][CH2:24][OH:25])[CH3:29])[cH:18][c:19]2[cH:20][cH:21]1. Starting materials: C(C)OC(=O)C1(CCNCC1)CCOC (4-(2-methoxy-ethyl)-piperidine-4-carboxylic acid ethyl ester), FC(OC1=C(C=CC=C1)S(=O)(=O)Cl)(F)F (2-trifluoromethoxy-benzenesulfonyl chloride), COCCCOC1=CC=C(C=C1)N (4-(3-methoxy-propoxy)-phenylamine). Product: COCCCOC1=CC=C(C=C1)N1C(C2(CC1)CCN(CC2)S(=O)(=O)C2=C(C=CC=C2)OC(F)(F)F)=O (2-[4-(3-Methoxy-propoxy)-phenyl]-8-(2-trifluoromethoxy-benzenesulfonyl)-2,8-diaza-spiro[4.5]decan-1-one). Reaction SMILES: C(O[C:4]([C:6]1([CH2:12][CH2:13]OC)[CH2:11][CH2:10][NH:9][CH2:8][CH2:7]1)=[O:5])C.[F:16][C:17]([F:30])([F:29])[O:18][C:19]1[CH:24]=[CH:23][CH:22]=[CH:21][C:20]=1[S:25](Cl)(=[O:27])=[O:26].[CH3:31][O:32][CH2:33][CH2:34][CH2:35][O:36][C:37]1[CH:42]=[CH:41][C:40]([NH2:43])=[CH:39][CH:38]=1>>[CH3:31][O:32][CH2:33][CH2:34][CH2:35][O:36][C:37]1[CH:38]=[CH:39][C:40]([N:43]2[CH2:13][CH2:12][C:6]3([CH2:7][CH2:8][N:9]([S:25]([C:20]4[CH:21]=[CH:22][CH:23]=[CH:24][C:19]=4[O:18][C:17]([F:30])([F:29])[F:16])(=[O:27])=[O:26])[CH2:10][CH2:11]3)[C:4]2=[O:5])=[CH:41][CH:42]=1. Reported procedure: Off-white solid. MS (ESI): 543.17 (MH+). This example was prepared in analogy to example 1 step C) to D) from 4-(2-methoxy-ethyl)-piperidine-4-carboxylic acid ethyl ester (example 1 step B)), 2-trifluoromethoxy-benzenesulfonyl chloride and 4-(3-methoxy-propoxy)-phenylamine. Reactants: C1=CCCCCC1 (1-cycloheptene), O.C1(=CC=C(C=C1)S(=O)(=O)O)C (p-toluenesulfonic acid hydrate). Solvent: CC(=O)C.O (acetone water). Product: C1=CC(CCCC1)SCC=O (2-[(1-cyclohepten-3-yl)thio]acetaldehyde). Yield: 100.0%. As a reaction SMILES: [CH:1]1[CH2:7][CH2:6][CH2:5][CH2:4][CH2:3][CH:2]=1.[OH2:8].C1(C)C=C[C:12]([S:15](O)(=O)=O)=[CH:11]C=1>CC(C)=O.O>[CH:1]1[CH2:7][CH2:6][CH2:5][CH2:4][CH:3]([S:15][CH2:12][CH:11]=[O:8])[CH:2]=1 |f:1.2,3.4|. Reported procedure: A solution of 108.13 g (0.443 mole) of 3-[2,2-diethoxyethyl)thio]-1-cycloheptene in 1000 ml of acetone/water, 9:1 was treated with 1.1 g of p-toluenesulfonic acid hydrate and heated under reflux for 1.0 hour, cooled, and concentrated. The residue was partitioned between ether/10% sodium bicarbonate. The aqueous phase was further extracted with ether. The organic extracts were pooled, dried over magnesium sulfate, and evaporated to afford 75.30 g (0.443 mole, 100%) of 2-[(1-cyclohepten-3-yl)thio]... Yields the product CC(c1ccc(Oc2ncccn2)cc1Cl)C(O)(c1ccc2oc(=O)n(C)c2c1)C(F)(F)F. As a reaction SMILES: [Br:30][c:31]1[n:32][cH:33][cH:34][cH:35][n:36]1.[Cl:1][c:2]1[c:3]([CH:9]([C:10]([C:11]([F:12])([F:13])[F:14])([OH:15])[c:16]2[cH:17][cH:18][c:19]3[c:20]([n:21]([CH3:25])[c:22](=[O:24])[o:23]3)[cH:26]2)[CH3:27])[cH:4][cH:5][c:6]([OH:8])[cH:7]1.[H-:29].[Na+:28].[O:37]=[CH:38][N:39]([CH3:40])[CH3:41]>>[Cl:1][c:2]1[c:3]([CH:9]([C:10]([C:11]([F:12])([F:13])[F:14])([OH:15])[c:16]2[cH:17][cH:18][c:19]3[c:20]([n:21]([CH3:25])[c:22](=[O:24])[o:23]3)[cH:26]2)[CH3:27])[cH:4][cH:5][c:6]([O:8][c:31]2[n:32][cH:33][cH:34][cH:35][n:36]2)[cH:7]1. The reactants are Brc1ncccn1, CC(c1ccc(O)cc1Cl)C(O)(c1ccc2oc(=O)n(C)c2c1)C(F)(F)F, [H-], [Na+], CN(C)C=O. The reactants are Nc1ccc(Br)cc1[N+](=O)[O-], O=C(O)C=CC1CCOCC1. Product: O=C(C=CC1CCOCC1)Nc1ccc(Br)cc1[N+](=O)[O-]. As a reaction SMILES: [Br:1][c:2]1[cH:3][c:4]([N+:9](=[O:10])[O-:11])[c:5]([NH2:8])[cH:6][cH:7]1.[O:12]1[CH2:13][CH2:14][CH:15]([CH:18]=[CH:19][C:20](=[O:21])[OH:22])[CH2:16][CH2:17]1>>[Br:1][c:2]1[cH:3][c:4]([N+:9](=[O:10])[O-:11])[c:5]([NH:8][C:20]([CH:19]=[CH:18][CH:15]2[CH2:14][CH2:13][O:12][CH2:17][CH2:16]2)=[O:21])[cH:6][cH:7]1. The reactants are NC=1C=CC(=C(C1)[C@]1(N=C(OC[C@@H]1F)N)C)F ((4R,5R)-4-(5-amino-2-fluoro-phenyl)-5-fluoro-4-methyl-5,6-dihydro-4H-[1,3]oxazin-2-ylamine), FC=1C(=NC=C(C1)F)C(=O)O (3,5-difluoro-pyridine-2-carboxylic acid). The product is NC=1OC[C@@H]([C@@](N1)(C)C=1C=C(C=CC1F)NC(=O)C1=NC=C(C=C1F)F)F (3,5-Difluoro-pyridine-2-carboxylic acid [3-((4R,5R)-2-amino-5-fluoro-4-methyl-5,6-dihydro-4H-[1,3]oxazin-4-yl)-4-fluoro-phenyl]-amide). RXN SMILES: [NH2:1][C:2]1[CH:3]=[CH:4][C:5]([F:17])=[C:6]([C@:8]2([CH3:16])[C@@H:13]([F:14])[CH2:12][O:11][C:10]([NH2:15])=[N:9]2)[CH:7]=1.[F:18][C:19]1[C:20]([C:26](O)=[O:27])=[N:21][CH:22]=[C:23]([F:25])[CH:24]=1>>[NH2:15][C:10]1[O:11][CH2:12][C@H:13]([F:14])[C@:8]([C:6]2[CH:7]=[C:2]([NH:1][C:26]([C:20]3[C:19]([F:18])=[CH:24][C:23]([F:25])=[CH:22][N:21]=3)=[O:27])[CH:3]=[CH:4][C:5]=2[F:17])([CH3:16])[N:9]=1. Procedure: The condensation of (4R,5R)-4-(5-amino-2-fluoro-phenyl)-5-fluoro-4-methyl-5,6-dihydro-4H-[1,3]oxazin-2-ylamine (intermediate A8.2) and 3,5-difluoro-pyridine-2-carboxylic acid (CAS 745784-04-7) following procedure I yielded the title compound as a white solid. MS (ISP): m/z=383.3 [M+H]+. Reactants: BrC1=C(C=C(C(=O)OC)C=C1)COC (Methyl 4-bromo-3-(methoxymethyl)benzoate), FC=1C(=C(C=CC1)C1=C(C=C(C=C1)C(=O)O)COC)C (3′-fluoro-2-(methoxymethyl)-2′-methylbiphenyl-4-carboxylic acid), C(C)(=O)[O-].[Na+] (sodium acetate). Solvent: CC(=O)O (AcOH). Run at temperature 100 celsius, time 15 hour. Product: C(C)(=O)OCC=1C=C(C(=O)OC)C=CC1Br (Methyl 3-[(acetyloxy)methyl]-4-bromobenzoate). Yield: 79.3%. RXN SMILES: [Br:1][C:2]1[CH:11]=[CH:10][C:5]([C:6]([O:8][CH3:9])=[O:7])=[CH:4][C:3]=1[CH2:12]OC.FC1C(C)=C(C2C=CC(C(O)=O)=CC=2COC)C=CC=1.[C:35]([O-:38])(=[O:37])[CH3:36].[Na+]>CC(O)=O>[C:35]([O:38][CH2:12][C:3]1[CH:4]=[C:5]([CH:10]=[CH:11][C:2]=1[Br:1])[C:6]([O:8][CH3:9])=[O:7])(=[O:37])[CH3:36] |f:2.3|. Reported procedure: To a solution of methyl 4-bromo-3-(bromomethyl)benzoate (Intermediate 1 Step 1, 6.5 g, 21 mmol) in AcOH (32.5 mL) was added sodium acetate (3.46 g, 42 mmol) and the reaction mixture was stirred at 100° C. for 15 hours. After concentration in vacuo, the residue was partitioned between EtOAc and water. The organic layer was washed with a 5% aqueous solution of NaHCO3 and brine, dried over MgSO4 and concentrated in vacuo. Purification by chromatography (silica, chex/EtOAc) afforded the title compou... Procedure: A mixture of 4-{4-[6-Amino-5-(4,4,5,5-tetramethyl-[1,3,2]dioxaborolan-2-yl)-pyridin-3-yl]-pyrazol-1-yl}-piperidine-1-carboxylic acid tert-butyl ester (BB4) (245 mg, 0.517 mmol), 5-chloro-1,2,3,4-tetrahydroisoquinoline (175 mg, 1.03 mmol), cupric acetate (94.8 mg, 0.517 mmol), pyridine (84 μL, 1.0 mmol), 4 Å molecular sieves (139 mg, 264 mg/mmol SM), and DCM (9 mL, 100 mmol) was stirred at rt under an atmosphere of air for 3 d. The mixture was diluted with DCM (50 ml), washed with EDTA solution (... The solvent is C(Cl)Cl (DCM), C(Cl)Cl (DCM). Reactants: C(C)(C)(C)OC(=O)N1CCC(CC1)N1N=CC(=C1)C=1C=NC(=C(C1)B1OC(C(O1)(C)C)(C)C)N (4-{4-[6-Amino-5-(4,4,5,5-tetramethyl-[1,3,2]dioxaborolan-2-yl)-pyridin-3-yl]-pyrazol-1-yl}-piperidine-1-carboxylic acid tert-butyl ester), ClC1=C2CCNCC2=CC=C1 (5-chloro-1,2,3,4-tetrahydroisoquinoline), cupric acetate, N1=CC=CC=C1 (pyridine). Run at time 3 day. Product: C(C)(C)(C)OC(=O)N1CCC(CC1)N1N=CC(=C1)C=1C=NC(=C(C1)N1CC2=CC=CC(=C2CC1)Cl)N (4-{4-[6-Amino-5-(5-chloro-3,4-dihydro-1H-isoquinolin-2-yl)-pyridin-3-yl]-pyrazol-1-yl}-piperidine-1-carboxylic acid tert-butyl ester). RXN SMILES: [C:1]([O:5][C:6]([N:8]1[CH2:13][CH2:12][CH:11]([N:14]2[CH:18]=[C:17]([C:19]3[CH:20]=[N:21][C:22]([NH2:34])=[C:23](B4OC(C)(C)C(C)(C)O4)[CH:24]=3)[CH:16]=[N:15]2)[CH2:10][CH2:9]1)=[O:7])([CH3:4])([CH3:3])[CH3:2].[Cl:35][C:36]1[CH:45]=[CH:44][CH:43]=[C:42]2[C:37]=1[CH2:38][CH2:39][NH:40][CH2:41]2.N1C=CC=CC=1>C(Cl)Cl>[C:1]([O:5][C:6]([N:8]1[CH2:9][CH2:10][CH:11]([N:14]2[CH:18]=[C:17]([C:19]3[CH:20]=[N:21][C:22]([NH2:34])=[C:23]([N:40]4[CH2:39][CH2:38][C:37]5[C:42](=[CH:43][CH:44]=[CH:45][C:36]=5[Cl:35])[CH2:41]4)[CH:24]=3)[CH:16]=[N:15]2)[CH2:12][CH2:13]1)=[O:7])([CH3:4])([CH3:2])[CH3:3].